Dataset: the Open Reaction Database (ORD), a public repository of structured organic reaction records. Task: describe an organic reaction: reactants, conditions, products, and yield The reactants are [BH4-], O=C([O-])O, CC(=O)OC1(C(C)=O)CCC2C3C=C(Cl)C4=CC(=O)OC(O)C4(C)C3CCC21C, CO, Cl, [Na+], [Na+], O. The product is CC(=O)OC1(C(C)=O)CCC2C3C=C(Cl)C4=CC(=O)OCC4(C)C3CCC21C. RXN SMILES: [BH4-:1].[C:32](=[O:33])([O-:34])[OH:35].[C:3]([CH3:4])(=[O:5])[O:6][C:7]1([C:8]([CH3:9])=[O:10])[CH2:11][CH2:12][CH:13]2[CH:14]3[CH:15]=[C:16]([Cl:31])[C:17]4=[CH:18][C:19](=[O:30])[O:20][CH:21]([OH:29])[C:22]4([CH3:23])[CH:24]3[CH2:25][CH2:26][C:27]12[CH3:28].[CH3:39][OH:40].[ClH:37].[Na+:2].[Na+:36].[OH2:38]>>[C:3]([CH3:4])(=[O:5])[O:6][C:7]1([C:8]([CH3:9])=[O:10])[CH2:11][CH2:12][CH:13]2[CH:14]3[CH:15]=[C:16]([Cl:31])[C:17]4=[CH:18][C:19](=[O:30])[O:20][CH2:21][C:22]4([CH3:23])[CH:24]3[CH2:25][CH2:26][C:27]12[CH3:28].